Dataset: the Open Reaction Database (ORD), a public repository of structured organic reaction records. Task: describe an organic reaction: reactants, conditions, products, and yield Starting materials: CCOc1ccnc(-c2cc(C(=O)N3CCN(C(=O)OC(C)(C)C)CC3)nn2-c2ccc(OC)nc2)c1, ClCCl, O=C(O)C(F)(F)F. The product is CCOc1ccnc(-c2cc(C(=O)N3CCN(C)CC3)nn2-c2ccc(OC)nc2)c1. Reaction SMILES: [C:8]([O:9][C:13](=[O:10])[N:15]1[CH2:16][CH2:17][N:18]([C:21](=[O:22])[c:23]2[n:24][n:25](-[c:37]3[cH:38][n:39][c:40]([O:43][CH3:44])[cH:41][cH:42]3)[c:26](-[c:28]3[n:29][cH:30][cH:31][c:32]([O:34][CH2:35][CH3:36])[cH:33]3)[cH:27]2)[CH2:19][CH2:20]1)([CH3:11])([CH3:12])[CH3:14].[CH2:45]([Cl:46])[Cl:47].[OH:1][C:2]([C:3]([F:4])([F:5])[F:6])=[O:7]>>[CH3:13][N:15]1[CH2:16][CH2:17][N:18]([C:21](=[O:22])[c:23]2[n:24][n:25](-[c:37]3[cH:38][n:39][c:40]([O:43][CH3:44])[cH:41][cH:42]3)[c:26](-[c:28]3[n:29][cH:30][cH:31][c:32]([O:34][CH2:35][CH3:36])[cH:33]3)[cH:27]2)[CH2:19][CH2:20]1. Reactants: ClCCCCBr, COc1ccc(O)cc1. Yields the product COc1ccc(OCCCCCl)cc1. Reaction SMILES: [Br:10][CH2:11][CH2:12][CH2:13][CH2:14][Cl:15].[CH3:1][O:2][c:3]1[cH:4][cH:5][c:6]([OH:9])[cH:7][cH:8]1>>[CH3:1][O:2][c:3]1[cH:4][cH:5][c:6]([O:9][CH2:11][CH2:12][CH2:13][CH2:14][Cl:15])[cH:7][cH:8]1. Starting materials: [K+], [K+], NC(=O)c1nc(Cl)ccc1N, O=C([O-])[O-], C1COCCO1, O, OB(O)c1ccc(F)cc1, [Pd], c1ccc(P(c2ccccc2)c2ccccc2)cc1, c1ccc(P(c2ccccc2)c2ccccc2)cc1, c1ccc(P(c2ccccc2)c2ccccc2)cc1, c1ccc(P(c2ccccc2)c2ccccc2)cc1. Product: NC(=O)c1nc(-c2ccc(F)cc2)ccc1N. As a reaction SMILES: [K+:22].[K+:23].[NH2:1][c:2]1[c:3]([C:9](=[O:10])[NH2:11])[n:4][c:5]([Cl:8])[cH:6][cH:7]1.[O-:24][C:25]([O-:26])=[O:27].[O:28]1[CH2:29][CH2:30][O:31][CH2:32][CH2:33]1.[OH2:34].[OH:12][B:13]([OH:14])[c:15]1[cH:16][cH:17][c:18]([F:19])[cH:20][cH:21]1.[Pd:35].[c:36]1([P:37]([c:38]2[cH:39][cH:40][cH:41][cH:42][cH:43]2)[c:44]2[cH:45][cH:46][cH:47][cH:48][cH:49]2)[cH:50][cH:51][cH:52][cH:53][cH:54]1.[c:55]1([P:56]([c:57]2[cH:58][cH:59][cH:60][cH:61][cH:62]2)[c:63]2[cH:64][cH:65][cH:66][cH:67][cH:68]2)[cH:69][cH:70][cH:71][cH:72][cH:73]1.[c:74]1([P:75]([c:76]2[cH:77][cH:78][cH:79][cH:80][cH:81]2)[c:82]2[cH:83][cH:84][cH:85][cH:86][cH:87]2)[cH:88][cH:89][cH:90][cH:91][cH:92]1.[c:93]1([P:94]([c:95]2[cH:96][cH:97][cH:98][cH:99][cH:100]2)[c:101]2[cH:102][cH:103][cH:104][cH:105][cH:106]2)[cH:107][cH:108][cH:109][cH:110][cH:111]1>>[NH2:1][c:2]1[c:3]([C:9](=[O:10])[NH2:11])[n:4][c:5](-[c:15]2[cH:16][cH:17][c:18]([F:19])[cH:20][cH:21]2)[cH:6][cH:7]1. Procedure details: Palladium(II)acetate (2.7 mg, 12.1 μmol) was added to ethyl 6-bromo-4-methyl-2-quinazolinecarboxylate (71.1 mg, 240.9 μmol), 3-(2,6-dichlorophenyl)-5-(1-methylethyl)-4-({[4-(4,4,5,5-tetramethyl-1,3,2-dioxaborolan-2-yl)phenyl]oxy}methyl)isoxazole (176.4 mg, 361.4 μmol), triphenylphosphine (6.3 mg, 24.1 μmol), and potassium phosphate (179.0 mg, 843.2 μmol). Then, dioxane (2.4 mL) was added to the mixture, followed by water (24.1 μL), and the reaction mixture was heated open to the atmosphere at 60... Solvent: C(C)(=O)OCC (ethyl acetate), O (water), O1CCOCC1 (dioxane), O (Water). As a reaction SMILES: Br[C:2]1[CH:3]=[C:4]2[C:9](=[CH:10][CH:11]=1)[N:8]=[C:7]([C:12]([O:14][CH2:15][CH3:16])=[O:13])[N:6]=[C:5]2[CH3:17].[Cl:18][C:19]1[CH:24]=[CH:23][CH:22]=[C:21]([Cl:25])[C:20]=1[C:26]1[C:30]([CH2:31][O:32][C:33]2[CH:38]=[CH:37][C:36](B3OC(C)(C)C(C)(C)O3)=[CH:35][CH:34]=2)=[C:29]([CH:48]([CH3:50])[CH3:49])[O:28][N:27]=1.C1(P(C2C=CC=CC=2)C2C=CC=CC=2)C=CC=CC=1.P([O-])([O-])([O-])=O.[K+].[K+].[K+]>C([O-])(=O)C.[Pd+2].C([O-])(=O)C.C(OCC)(=O)C.O.O1CCOCC1>[Cl:25][C:21]1[CH:22]=[CH:23][CH:24]=[C:19]([Cl:18])[C:20]=1[C:26]1[C:30]([CH2:31][O:32][C:33]2[CH:34]=[CH:35][C:36]([C:2]3[CH:3]=[C:4]4[C:9](=[CH:10][CH:11]=3)[N:8]=[C:7]([C:12]([O:14][CH2:15][CH3:16])=[O:13])[N:6]=[C:5]4[CH3:17])=[CH:37][CH:38]=2)=[C:29]([CH:48]([CH3:50])[CH3:49])[O:28][N:27]=1 |f:3.4.5.6,7.8.9|. Reagents/catalysts: C(C)(=O)[O-].[Pd+2].C(C)(=O)[O-] (Palladium(II)acetate). Reactants: BrC=1C=C2C(=NC(=NC2=CC1)C(=O)OCC)C (ethyl 6-bromo-4-methyl-2-quinazolinecarboxylate), ClC1=C(C(=CC=C1)Cl)C1=NOC(=C1COC1=CC=C(C=C1)B1OC(C(O1)(C)C)(C)C)C(C)C (3-(2,6-dichlorophenyl)-5-(1-methylethyl)-4-({[4-(4,4,5,5-tetramethyl-1,3,2-dioxaborolan-2-yl)phenyl]oxy}methyl)isoxazole), C1(=CC=CC=C1)P(C1=CC=CC=C1)C1=CC=CC=C1 (triphenylphosphine), P(=O)([O-])([O-])[O-].[K+].[K+].[K+] (potassium phosphate). The product is ClC1=C(C(=CC=C1)Cl)C1=NOC(=C1COC1=CC=C(C=C1)C=1C=C2C(=NC(=NC2=CC1)C(=O)OCC)C)C(C)C (ethyl 6-[4-({[3-(2,6-dichlorophenyl)-5-(1-methylethyl)-4-isoxazolyl]methyl}oxy)phenyl]-4-methyl-2-quinazolinecarboxylate). Isolated yield 90.9%. Reaction conditions: temperature 60 celsius. Reactants: CC1(OC(=CC1=O)C1=CC=C(C=C1)SC)C (2,2-dimethyl-5-{4-(methylthio)phenyl}-3(2H)-furanone), ClC=1C=C(C(=O)OO)C=CC1 (m-chloroperoxybenzoic acid). The solvent is ClCCl (dichloromethane), ClCCl (dichloromethane). Run at temperature 0 celsius, time 2 hour. Yields the product CC1(OC(=CC1=O)C1=CC=C(C=C1)S(=O)C)C (2,2-dimethyl-5-{4-(methylsulfinyl)phenyl}-3(2H)-furanone). The yield is 107.7%. Reaction SMILES: [CH3:1][C:2]1([CH3:16])[C:6](=[O:7])[CH:5]=[C:4]([C:8]2[CH:13]=[CH:12][C:11]([S:14][CH3:15])=[CH:10][CH:9]=2)[O:3]1.ClC1C=C(C=CC=1)C(OO)=[O:22]>ClCCl>[CH3:1][C:2]1([CH3:16])[C:6](=[O:7])[CH:5]=[C:4]([C:8]2[CH:13]=[CH:12][C:11]([S:14]([CH3:15])=[O:22])=[CH:10][CH:9]=2)[O:3]1. Reported procedure: To a stirred solution of 2,2-dimethyl-5-{4-(methylthio)phenyl}-3(2H)-furanone (10 g) in 200 ml dichloromethane at 0° C., was added slowly dropwise 4.8 g of m-chloroperoxybenzoic acid (m-CPBA) dissolved in 50 ml dichloromethane. After the reaction mixture was stirred at 0° C. for another two hours, the reaction solution was concentrated in vacuo. The resulting residue was extracted with water and dichloromethane (50 ml×3), followed by washing with aqueous sodium carbonate. The organic layer was c... Starting materials: CC1([C@@H](N2[C@H](S1(=O)=O)C(C2=O)(Br)Br)C(=O)O)C (6,6-dibromopenicillanic acid 1,1-dioxide), C([O-])(O)=O.[Na+] (sodium bicarbonate). The reagents and catalysts are [Pd] (palladium-on-carbon). Solvent: C(C)(=O)OCC (ethyl acetate). Conditions: time 1 hour. Product: CC1([C@@H](N2[C@H](S1(=O)=O)CC2=O)C(=O)O)C (penicillanic acid 1,1-dioxide). Isolated yield 58.0%. Reaction SMILES: [CH3:1][C:2]1([CH3:17])[S:6](=[O:8])(=[O:7])[C@@H:5]2[C:9](Br)(Br)[C:10](=[O:11])[N:4]2[C@H:3]1[C:14]([OH:16])=[O:15].C(=O)(O)[O-].[Na+]>[Pd].C(OCC)(=O)C>[CH3:1][C:2]1([CH3:17])[S:6](=[O:7])(=[O:8])[C@@H:5]2[CH2:9][C:10](=[O:11])[N:4]2[C@H:3]1[C:14]([OH:16])=[O:15] |f:1.2|. Reported procedure: The ethyl acetate solution of 6,6-dibromopenicillanic acid 1,1-dioxide from Example 1 was combined with 705 ml of saturated sodium bicarbonate solution and 8.88 g of 5% palladium-on-carbon catalyst. The mixture was shaken under an atmosphere of hydrogen, at a pressure of about 5 kg/cm2 for about 1 hour. The catalyst was removed by filtration, and the pH of the aqueous phase of the filtrate was adjusted to 1.2 with 6N hydrochloric acid. The aqueous phase was saturated with sodium chloride. The la...